From a dataset of the Open Reaction Database (ORD), a public repository of structured organic reaction records. describe an organic reaction: reactants, conditions, products, and yield The product is ClC1=NC=2N3C(C(NC2C(=N1)C)=O)COCC3 (2-chloro-4-methyl-6a,7,9,10-tetrahydro-[1,4]oxazino[3,4-h]pteridin-6(5H)-one). Reaction SMILES: [Cl:1][C:2]1[N:7]=[C:6](Cl)[C:5]([NH2:9])=[C:4]([CH3:10])[N:3]=1.Cl.[NH:12]1[CH2:17][CH2:16][O:15][CH2:14][CH:13]1[C:18](O)=[O:19].CCN(C(C)C)C(C)C>CS(C)=O>[Cl:1][C:2]1[N:3]=[C:4]([CH3:10])[C:5]2[NH:9][C:18](=[O:19])[CH:13]3[CH2:14][O:15][CH2:16][CH2:17][N:12]3[C:6]=2[N:7]=1 |f:1.2|. Starting materials: ClC1=NC(=C(C(=N1)Cl)N)C (2,4-dichloro-6-methylpyrimidin-5-amine), Cl.N1C(COCC1)C(=O)O (morpholine-3-carboxylic acid hydrochloride), CCN(C(C)C)C(C)C (DIPEA). Run at temperature 100 celsius. Procedure details: A round-bottom flask was charged with crude 2,4-dichloro-6-methylpyrimidin-5-amine (6.644 g, 37.3 mmol), morpholine-3-carboxylic acid hydrochloride (7.51 g, 44.8 mmol), DIPEA (26.1 mL, 149 mmol) and DMSO (49.0 mL). The flask was heated overnight at 100° C. The mixture was subsequently cooled to room temperature and then poured into ice. The solution was stirred while slowly warmed to room temperature. The mixture was subsequently filtered, and the filtrate was purified by preparatory HPLC using ... Yield: 4.1%. Solvent: CS(=O)C (DMSO). The reactants are BrCCCCCCCCCCC(=O)O (11-bromoundecanoic acid), [Cl-].[Ca+2].[Cl-] (calcium chloride). Reagents/catalysts: [Cl-].C(CCC)[N+](CCCC)(CCCC)CCCC (tetra-n-butylammonium chloride). The solvent is C(C)#N (acetonitrile). Product: ClCCCCCCCCCCC(=O)O (11-chloroundecanoic acid). Yield: 102.1%. As a reaction SMILES: Br[CH2:2][CH2:3][CH2:4][CH2:5][CH2:6][CH2:7][CH2:8][CH2:9][CH2:10][CH2:11][C:12]([OH:14])=[O:13].[Cl-:15].[Ca+2].[Cl-]>C(#N)C.[Cl-].C([N+](CCCC)(CCCC)CCCC)CCC>[Cl:15][CH2:2][CH2:3][CH2:4][CH2:5][CH2:6][CH2:7][CH2:8][CH2:9][CH2:10][CH2:11][C:12]([OH:14])=[O:13] |f:1.2.3,5.6|. Procedure: To 11-bromoundecanoic acid (1 g) dissolved in acetonitrile (50 ml) were added calcium chloride (2 g) and tetra-n-butylammonium chloride (1.2 g), and the mixture was heated under reflux for 4 hours. The reaction mixture was filtered, concentrated and then distributed into ethyl acetate-water, and the ethyl acetate layer was dried over anhydrous sodium sulfate to give 11-chloroundecanoic acid (0.85 g). After a 230 mg portion of 11-bromoundecanoic acid thus obtained, para-nitrophenol (145 mg) and N...